This data is from the Open Reaction Database (ORD), a public repository of structured organic reaction records. The task is: describe an organic reaction: reactants, conditions, products, and yield Solvent: C(=O)=O (CO2). Product: Cl.FC1=CC=C(C=C1)[C@@]12N=C(SC[C@@H]1CN(C2)C2=NC=C(C=N2)F)N ((4aR,7aS)-7a-(4-Fluorophenyl)-6-(5-fluoropyrimidin-2-yl)-4,4a,5,6-tetrahydropyrrolo[3,4-d][1,3]thiazin-2-amine hydrochloride). RXN SMILES: [F:1][C:2]1[CH:7]=[CH:6][C:5]([C:8]23[CH2:16][N:15]([C:17]4[N:22]=[CH:21][C:20]([F:23])=[CH:19][N:18]=4)[CH2:14][CH:13]2[CH2:12][S:11][C:10]([NH2:24])=[N:9]3)=[CH:4][CH:3]=1.C(O)(C)C.[Cl:29]CCl>C(=O)=O>[ClH:29].[F:1][C:2]1[CH:7]=[CH:6][C:5]([C@:8]23[CH2:16][N:15]([C:17]4[N:22]=[CH:21][C:20]([F:23])=[CH:19][N:18]=4)[CH2:14][C@H:13]2[CH2:12][S:11][C:10]([NH2:24])=[N:9]3)=[CH:4][CH:3]=1 |f:4.5|. Procedure details: Racemic 7a-(4-fluorophenyl)-6-(5-fluoropyrimidin-2-yl)-4,4a,5,7-tetrahydropyrrolo[3,4-d][1,3]thiazin-2-amine (437 mg, 1.26 mmol) is chirally purified by SFC (Column: Chiralpak AD-H (5u), 2.1×15 cm; eluent: 40% isopropyl alcohol (0.2% isopropylamine) in CO2; flow 70 mL/min at UV 225 nm). The second eluting isomer is dissolved in 15 mL dichloromethane and hydrogen chloride gas is bubbled through the solution for approximately 15 seconds and concentrated to give the title compound as a white solid ... Reactants: ClCCl (dichloromethane), FC1=CC=C(C=C1)C12N=C(SCC1CN(C2)C2=NC=C(C=N2)F)N (Racemic 7a-(4-fluorophenyl)-6-(5-fluoropyrimidin-2-yl)-4,4a,5,7-tetrahydropyrrolo[3,4-d][1,3]thiazin-2-amine), ( 5u ), C(C)(C)O (isopropyl alcohol). Yield: 40.0%.